From a dataset of the Open Reaction Database (ORD), a public repository of structured organic reaction records. describe an organic reaction: reactants, conditions, products, and yield The reactants are BrC1=C(C=C(N)C=C1)OC (4-bromo-3-methoxyaniline), FC(C1=CC=C(C=C1)B(O)O)(F)F ((4-(trifluoromethyl)phenyl)boronic acid), CC1=C(C=CC(=C1)C(F)(F)F)B(O)O ((2-methyl-4-(trifluoromethyl)phenyl)boronic acid), BrC1=C(C=C(N)C=C1)Cl (4-bromo-3-chloroaniline). Product: COC1=C(C=CC(=C1)N)C1=C(C=C(C=C1)C(F)(F)F)C (2-methoxy-2′-methyl-4′-(trifluoromethyl)-[1,1′-biphenyl]-4-amine). Reaction SMILES: Br[C:2]1[CH:8]=[CH:7][C:5]([NH2:6])=[CH:4][C:3]=1[O:9][CH3:10].[CH3:11][C:12]1[CH:17]=[C:16]([C:18]([F:21])([F:20])[F:19])[CH:15]=[CH:14][C:13]=1B(O)O.BrC1C=CC(N)=CC=1Cl.FC(F)(F)C1C=CC(B(O)O)=CC=1>>[CH3:10][O:9][C:3]1[CH:4]=[C:5]([NH2:6])[CH:7]=[CH:8][C:2]=1[C:13]1[CH:14]=[CH:15][C:16]([C:18]([F:19])([F:21])[F:20])=[CH:17][C:12]=1[CH3:11]. Procedure details: The title compound was prepared as described in Example 159 substituting 4-bromo-3-methoxyaniline and (2-methyl-4-(trifluoromethyl)phenyl)boronic acid for 4-bromo-3-chloroaniline and (4-(trifluoromethyl)phenyl)boronic acid, respectively. Starting materials: S1C2=C(NCC1)N=C(C=C2)CO ((3,4-Dihydro-2H-pyrido[3,2-b][1,4]thiazine-6-yl)-methanol). The reagents and catalysts are [O-2].[O-2].[Mn+4] (manganese dioxide). The solvent is ClCCl (dichloromethane). Yields the product S1C2=C(NCC1)N=C(C=C2)C=O (3,4-Dihydro-2H-pyrido[3,2-b][1,4]thiazine-6-carboxaldehyde). Isolated yield 50.3%. Reaction SMILES: [S:1]1[CH2:6][CH2:5][NH:4][C:3]2[N:7]=[C:8]([CH2:11][OH:12])[CH:9]=[CH:10][C:2]1=2>ClCCl.[O-2].[O-2].[Mn+4]>[S:1]1[CH2:6][CH2:5][NH:4][C:3]2[N:7]=[C:8]([CH:11]=[O:12])[CH:9]=[CH:10][C:2]1=2 |f:2.3.4|. Procedure details: The alcohol (a) (0.482 g) in dry dichloromethane (50 ml) was stirred with manganese dioxide (1.2 g) for 18 hours and the mixture was filtered. The filtrate was evaporated and chomatographed on silica gel, eluting with methanol-dichloromethane (1:50) to afford a yellow solid (0.24 g). Reactants: ClC1=C(C=CC=C1)Cl (ortho-dichlorobenzene), C1=CC=C(C=C1)C2=C3C4=CC=CC5=C4C(=CC=C5)C3=C(C2=O)C6=CC=CC=C6 (Acecyclone), C#CC1=CC=C(C=C1)C2=CC=CC=C2 (4-biphenylacetylene), CO (methanol). Run at time 1 hour. The product is C1(=CC=C(C=C1)C=1C(=C2C3=CC=CC4=CC=CC(C2=C(C1)C1=CC=CC=C1)=C43)C4=CC=CC=C4)C4=CC=CC=C4 (8-[1,1′-Biphenyl]-4-yl-7,10-diphenylfluoranthene). As a reaction SMILES: C1C=C[C:4]([C:7]2[C:21](=O)[C:20]([C:23]3[CH:28]=[CH:27][CH:26]=[CH:25]C=3)=[C:19]3[C:8]=2[C:9]2[C:14]4[C:15]3=[CH:16][CH:17]=[CH:18][C:13]=4[CH:12]=[CH:11][CH:10]=2)=CC=1.C#[C:30][C:31]1[CH:36]=[CH:35][C:34]([C:37]2[CH:42]=[CH:41][CH:40]=[CH:39][CH:38]=2)=[CH:33][CH:32]=1.[CH3:43]O.Cl[C:46]1[CH:51]=[CH:50]C=[CH:48][C:47]=1Cl>>[C:34]1([C:37]2[CH:38]=[CH:39][CH:40]=[CH:41][CH:42]=2)[CH:33]=[CH:32][C:31]([C:30]2[C:20]([C:23]3[CH:43]=[CH:25][CH:26]=[CH:27][CH:28]=3)=[C:19]3[C:8](=[C:7]([C:4]4[CH:50]=[CH:51][CH:46]=[CH:47][CH:48]=4)[CH:21]=2)[C:9]2=[C:14]4[C:15]3=[CH:16][CH:17]=[CH:18][C:13]4=[CH:12][CH:11]=[CH:10]2)=[CH:36][CH:35]=1. Reported procedure: Acecyclone (12 g, 33.6 mMole) and 4-biphenylacetylene (9.0 g, 50.5 mMole) were heated to gentle reflux in ortho-dichlorobenzene (100 mL) for 2 hours. The reaction was then cooled, treated with methanol (20 mL) and stirred at room temperature for 1 hour. The resulting yellow solid was filtered off, washed well with methanol and dried. Yield of product ETM1, 17.4 g. Before use in device fabrication, ETM1 was sublimed at 220° C./10−3 mm Hg. The reactants are O=C(O)c1cn(-c2ccc(F)cc2F)c2nc(N3CC4ON=C(c5ccc(Cl)cc5)C4C3)c(F)cc2c1=O, O=C(O)C(F)(F)F, O=C(O)C(F)(F)F, FC(F)(F)c1ccc(C2=NOC3CNCC23)cn1. Product: O=C(O)c1cn(-c2ccc(F)cc2F)c2nc(N3CC4ON=C(c5ccc(C(F)(F)F)nc5)C4C3)c(F)cc2c1=O. RXN SMILES: [Cl:1][c:2]1[cH:3][cH:4][c:5]([C:6]2=[N:13][O:12][CH:11]3[CH:7]2[CH2:8][N:9]([c:16]2[c:17]([F:38])[cH:18][c:19]4[c:20](=[O:37])[c:21]([C:34](=[O:35])[OH:36])[cH:22][n:23](-[c:26]5[c:27]([F:33])[cH:28][c:29]([F:32])[cH:30][cH:31]5)[c:24]4[n:25]2)[CH2:10]3)[cH:14][cH:15]1.[F:39][C:40]([F:41])([F:42])[C:43]([OH:44])=[O:45].[F:46][C:47]([F:48])([F:49])[C:50]([OH:51])=[O:52].[F:53][C:54]([c:55]1[cH:56][cH:57][c:58]([C:61]2=[N:62][O:63][CH:64]3[CH:65]2[CH2:66][NH:67][CH2:68]3)[cH:59][n:60]1)([F:69])[F:70]>>[c:16]1([N:67]2[CH2:66][CH:65]3[C:61]([c:58]4[cH:57][cH:56][c:55]([C:54]([F:53])([F:69])[F:70])[n:60][cH:59]4)=[N:62][O:63][CH:64]3[CH2:68]2)[c:17]([F:38])[cH:18][c:19]2[c:20](=[O:37])[c:21]([C:34](=[O:35])[OH:36])[cH:22][n:23](-[c:26]3[c:27]([F:33])[cH:28][c:29]([F:32])[cH:30][cH:31]3)[c:24]2[n:25]1. Isolated yield 100.0%. Yields the product COC=1C=C(CN2C(N(C3=CC=C(C=C3C2=O)O)C2CCN(CC2)C=O)=O)C=CC1OC (4-[3-(3,4-Dimethoxybenzyl)-6-hydroxy-2,4-dioxo-3,4-dihydroquinazolin-1(2H)-yl]piperidine-1-carbaldehyde). Reaction SMILES: C([O:8][C:9]1[CH:10]=[C:11]2[C:16](=[CH:17][CH:18]=1)[N:15]([CH:19]1[CH2:24][CH2:23][N:22]([CH:25]=[O:26])[CH2:21][CH2:20]1)[C:14](=[O:27])[N:13]([CH2:28][C:29]1[CH:34]=[CH:33][C:32]([O:35][CH3:36])=[C:31]([O:37][CH3:38])[CH:30]=1)[C:12]2=[O:39])C1C=CC=CC=1.C([O-])=O.[NH4+]>CCO.[Pd]>[CH3:38][O:37][C:31]1[CH:30]=[C:29]([CH:34]=[CH:33][C:32]=1[O:35][CH3:36])[CH2:28][N:13]1[C:12](=[O:39])[C:11]2[C:16](=[CH:17][CH:18]=[C:9]([OH:8])[CH:10]=2)[N:15]([CH:19]2[CH2:24][CH2:23][N:22]([CH:25]=[O:26])[CH2:21][CH2:20]2)[C:14]1=[O:27] |f:1.2|. Starting materials: C(C1=CC=CC=C1)OC=1C=C2C(N(C(N(C2=CC1)C1CCN(CC1)C=O)=O)CC1=CC(=C(C=C1)OC)OC)=O (4-[6-(benzyloxy)-3-(3,4-dimethoxybenzyl)-2,4-dioxo-3,4-dihydroquinazolin-1(2H)-yl]piperidine-1-carbaldehyde), C(=O)[O-].[NH4+] (ammonium formate). Reagents/catalysts: [Pd] (Pd/C). Procedure: A mixture of 0.618 g of 4-[6-(benzyloxy)-3-(3,4-dimethoxybenzyl)-2,4-dioxo-3,4-dihydroquinazolin-1(2H)-yl]piperidine-1-carbaldehyde obtained in stage 1.7, 0.44 g of ammonium formate and 0.124 g of Pd/C (10%) in 10 ml of EtOH purged beforehand with nitrogen is irradiated under a microwave field at 80° C. for 2 h 00. The mixture is filtered and the filtrate is evaporated under reduced pressure to give 0.513 g of the expected product. Solvent: CCO (EtOH).